This data is from the Open Reaction Database (ORD), a public repository of structured organic reaction records. The task is: describe an organic reaction: reactants, conditions, products, and yield Starting materials: C1CCOC1, COCCN(Cc1cccc(-c2cc3nccc(Oc4ccc(N)cc4F)c3s2)c1)C(=O)OC(C)(C)C, O=C(Cc1ccccc1)N=C=S. Yields the product COCCN(Cc1cccc(-c2cc3nccc(Oc4ccc(NC(=S)NC(=O)Cc5ccccc5)cc4F)c3s2)c1)C(=O)OC(C)(C)C. As a reaction SMILES: [CH2:50]1[O:51][CH2:52][CH2:53][CH2:54]1.[NH2:1][c:2]1[cH:3][c:4]([F:37])[c:5]([O:6][c:7]2[c:8]3[c:9]([n:10][cH:11][cH:12]2)[cH:13][c:14](-[c:16]2[cH:17][c:18]([CH2:19][N:20]([C:21]([O:22][C:23]([CH3:24])([CH3:25])[CH3:26])=[O:27])[CH2:28][CH2:29][O:30][CH3:31])[cH:32][cH:33][cH:34]2)[s:15]3)[cH:35][cH:36]1.[c:38]1([CH2:44][C:45](=[O:46])[N:47]=[C:48]=[S:49])[cH:39][cH:40][cH:41][cH:42][cH:43]1>>[NH:1]([c:2]1[cH:3][c:4]([F:37])[c:5]([O:6][c:7]2[c:8]3[c:9]([n:10][cH:11][cH:12]2)[cH:13][c:14](-[c:16]2[cH:17][c:18]([CH2:19][N:20]([C:21]([O:22][C:23]([CH3:24])([CH3:25])[CH3:26])=[O:27])[CH2:28][CH2:29][O:30][CH3:31])[cH:32][cH:33][cH:34]2)[s:15]3)[cH:35][cH:36]1)[C:48]([NH:47][C:45]([CH2:44][c:38]1[cH:39][cH:40][cH:41][cH:42][cH:43]1)=[O:46])=[S:49]. Starting materials: C(C1=CC=CC=C1)OC=1C=C(C=CC1Br)O (3-benzyloxy-4-bromophenol), CN(C=O)C (dimethylformamide), CS(=O)(=O)O[C@H](CCCC1=CC=CC=C1)C ((S)-1-methyl-4-phenylbutyl methane sulfonate), C([O-])([O-])=O (carbonate). Solvent: CCOCC (ether), O (water). The product is BrC1=C(C=C(C=C1)O[C@@H](CCCC1=CC=CC=C1)C)OCC1=CC=CC=C1 ((R)-1-Bromo-2-benzyloxy-4-(1-methyl-4-phenylbutoxy)benzene). The yield is 72.0%. Reaction SMILES: [CH2:1]([O:8][C:9]1[CH:10]=[C:11]([OH:16])[CH:12]=[CH:13][C:14]=1[Br:15])[C:2]1[CH:7]=[CH:6][CH:5]=[CH:4][CH:3]=1.CS(O[C@@H:22]([CH3:32])[CH2:23][CH2:24][CH2:25][C:26]1[CH:31]=[CH:30][CH:29]=[CH:28][CH:27]=1)(=O)=O.C(=O)([O-])[O-].CN(C)C=O>CCOCC.O>[Br:15][C:14]1[CH:13]=[CH:12][C:11]([O:16][C@H:22]([CH3:32])[CH2:23][CH2:24][CH2:25][C:26]2[CH:31]=[CH:30][CH:29]=[CH:28][CH:27]=2)=[CH:10][C:9]=1[O:8][CH2:1][C:2]1[CH:3]=[CH:4][CH:5]=[CH:6][CH:7]=1. Procedure: A mixture of 21.8 g. (78 mmole) of 3-benzyloxy-4-bromophenol, 20.0 g. (82.6 mmole) of (S)-1-methyl-4-phenylbutyl methane sulfonate and 25.2 g. (200 mmole) of potassijm carbonate in 100 ml. dimethylformamide was heated at 85° C. for 13.5 hours. The reaction was cooled and added to 500 ml. water-500 ml. ether. The organic extract was washed with two 250 ml. portions of water, dried over magnesium sulfate and evaporated to an oil. The crude oil was purified via column chromatography on 750 g. of si... The reactants are OC1=CC(=C(C(=C1C(C=CC1=CC=C(C=C1)OCC1=CC=CC=C1)=O)OC)OC)OC (6-hydroxy-1-(4-benzyloxycinnamoyl)-2,3,4-trimethoxybenzene), COC1=CC=C(C=2OC3=CC(=C(C(=C3C(C2)=O)OC)OC)OC)C=C1 (4′,5,6,7-Tetramethoxyflavone), 1e. The product is OC1=CC(=C(C(=C1C(C)=O)OC)OC)OC (1-(6-Hydroxy-2,3,4,-trimethoxyphenyl)ethanone), C(C1=CC=CC=C1)OC1=CC=C(C=O)C=C1 (4-benzyloxybenzaldehyde). As a reaction SMILES: C[O:2]C1C=CC(C2[O:8][C:9]3[C:14]([C:15](=[O:17])[CH:16]=2)=[C:13]([O:18][CH3:19])[C:12]([O:20][CH3:21])=[C:11]([O:22][CH3:23])[CH:10]=3)=CC=1.OC1C(C(=O)C=[CH:35][C:36]2[CH:41]=[CH:40][C:39]([O:42][CH2:43][C:44]3[CH:49]=[CH:48][CH:47]=[CH:46][CH:45]=3)=[CH:38][CH:37]=2)=C(OC)C(OC)=C(OC)C=1>>[OH:8][C:9]1[C:14]([C:15](=[O:17])[CH3:16])=[C:13]([O:18][CH3:19])[C:12]([O:20][CH3:21])=[C:11]([O:22][CH3:23])[CH:10]=1.[CH2:43]([O:42][C:39]1[CH:40]=[CH:41][C:36]([CH:35]=[O:2])=[CH:37][CH:38]=1)[C:44]1[CH:49]=[CH:48][CH:47]=[CH:46][CH:45]=1. Procedure details: Similar to the preparation of 1c, 1e (4′-benzyloxy-5,6,7-trimethoxyflavone) was prepared from 6-hydroxy-1-(4-benzyloxycinnamoyl)-2,3,4-trimethoxybenzene (6b), which, in turn, was obtained from the reaction of the acetophenone 5 and 4-benzyloxybenzaldehyde. A solution of 1e (500 mg, 1.20 mmol) in 48% HBr (5 mL) and glacial acetic acid (10 mL) was refluxed for 2 h. Then, the reaction mixture was poured onto crushed ice (ca. 100 g). The resulting precipitate was filtered and washed with water. Recr...